This data is from the Open Reaction Database (ORD), a public repository of structured organic reaction records. The task is: describe an organic reaction: reactants, conditions, products, and yield The product is Cl.OC(CN1CCC(CC1)N1C(N(CC1)C1=CC=C(C=C1)OC)=O)COC1=C(C=CC=C1)OC (1-{1-[2-hydroxy-3-(2-methoxyphenoxy)-propyl]-4-piperidyl}-3-(4-methoxy-phenyl)-imidazolidin-2-one-hydrochloride). The reactants are COC1=CC=C(C=C1)N1C(N(CC1)C1CCNCC1)=O (1-[4-methoxy-phenyl)-3-(4-piperidyl)-2-imidazolidinone), COC1=C(C=CC=C1)OCC1CO1 (1-(2-methoxyphenyloxy)-2,3-epoxypropane), Cl (hydrochloric acid). Solvent: C(C)(C)O (isopropyl alcohol). Reported procedure: A mixture of 17.9 g of 1-[4-methoxy-phenyl)-3-(4-piperidyl)-2-imidazolidinone and 11.7 g of 1-(2-methoxyphenyloxy)-2,3-epoxypropane in 200 ml of isopropyl alcohol is refluxed for 6 hours. The mixture is thereafter acidified with 5N methanolic hydrochloric acid and concentrated under reduced pressure. The residue is freed from moisture still adhering to it by treatment with toluene. Recrystallisation of the residue from methanol with the addition of activated charcoal yields the 1-{1-[2-hydroxy-3... Reaction SMILES: [CH3:1][O:2][C:3]1[CH:8]=[CH:7][C:6]([N:9]2[CH2:13][CH2:12][N:11]([CH:14]3[CH2:19][CH2:18][NH:17][CH2:16][CH2:15]3)[C:10]2=[O:20])=[CH:5][CH:4]=1.[CH3:21][O:22][C:23]1[CH:28]=[CH:27][CH:26]=[CH:25][C:24]=1[O:29][CH2:30][CH:31]1[O:33][CH2:32]1.[ClH:34]>C(O)(C)C>[ClH:34].[OH:33][CH:31]([CH2:30][O:29][C:24]1[CH:25]=[CH:26][CH:27]=[CH:28][C:23]=1[O:22][CH3:21])[CH2:32][N:17]1[CH2:18][CH2:19][CH:14]([N:11]2[CH2:12][CH2:13][N:9]([C:6]3[CH:7]=[CH:8][C:3]([O:2][CH3:1])=[CH:4][CH:5]=3)[C:10]2=[O:20])[CH2:15][CH2:16]1 |f:4.5|.